This data is from the Open Reaction Database (ORD), a public repository of structured organic reaction records. The task is: describe an organic reaction: reactants, conditions, products, and yield The reactants are C1(=CC=CC=C1)CCCN1N=CC(=C1)C(=O)OCC (ethyl 1-(3-phenylpropyl)pyrazole-4-carboxylate), [OH-].[K+] (potassium hydroxide). The solvent is CO (methanol). The product is C1(=CC=CC=C1)CCCN1N=CC(=C1)C(=O)O (1-(3-phenylpropyl)pyrazole-4-carboxylic acid). RXN SMILES: [C:1]1([CH2:7][CH2:8][CH2:9][N:10]2[CH:14]=[C:13]([C:15]([O:17]CC)=[O:16])[CH:12]=[N:11]2)[CH:6]=[CH:5][CH:4]=[CH:3][CH:2]=1.[OH-].[K+]>CO>[C:1]1([CH2:7][CH2:8][CH2:9][N:10]2[CH:14]=[C:13]([C:15]([OH:17])=[O:16])[CH:12]=[N:11]2)[CH:6]=[CH:5][CH:4]=[CH:3][CH:2]=1 |f:1.2|. Procedure details: The ester was then dissolved in methanol (30 ml), and potassium hydroxide (1.5 g) added. The mixture was refluxed for 5 hours under nitrogen, then the solvent removed under reduced pressure. The residue was partitioned between methylene chloride and water. The aqueous layer was separated and acidified to pH 1-2 with 6N hydrochloric acid, then extracted with ethyl acetate. The combined organic layers were dried over magnesium sulfate, and the solvent removed under reduced pressure, to give 1-(3-p... The reactants are B, C1CCOC1, CSC, Cc1cc(NC(=O)CCl)c2nc(C)n(-c3ccc(Cl)cc3Cl)c2n1. Yields the product Cc1cc(NCCCl)c2nc(C)n(-c3ccc(Cl)cc3Cl)c2n1. Reaction SMILES: [BH3:28].[CH2:29]1[O:30][CH2:31][CH2:32][CH2:33]1.[CH3:25][S:26][CH3:27].[Cl:1][c:2]1[c:3](-[n:9]2[c:10]([CH3:24])[n:11][c:12]3[c:13]2[n:14][c:15]([CH3:23])[cH:16][c:17]3[NH:18][C:19]([CH2:20][Cl:21])=[O:22])[cH:4][cH:5][c:6]([Cl:8])[cH:7]1>>[Cl:1][c:2]1[c:3](-[n:9]2[c:10]([CH3:24])[n:11][c:12]3[c:13]2[n:14][c:15]([CH3:23])[cH:16][c:17]3[NH:18][CH2:19][CH2:20][Cl:21])[cH:4][cH:5][c:6]([Cl:8])[cH:7]1. The reactants are NC1=CC=C(C=C1)C1=C(NC2=CN=CC=C21)C(=O)N (3-(4-aminophenyl)-1H-pyrrolo[2,3-c]pyridine-2-carboxamide), C1(=CC=C(C=C1)N=C=O)C (p-tolyl isocyanate). The product is solid, C1(=CC=C(C=C1)NC(NC1=CC=C(C=C1)C1=C(NC2=CN=CC=C21)C(=O)N)=O)C (3-[4-(3-p-tolylureido)phenyl]-1H-pyrrolo[2,3-c]pyridine-2-carboxamide). As a reaction SMILES: [NH2:1][C:2]1[CH:7]=[CH:6][C:5]([C:8]2[C:16]3[C:11](=[CH:12][N:13]=[CH:14][CH:15]=3)[NH:10][C:9]=2[C:17]([NH2:19])=[O:18])=[CH:4][CH:3]=1.[C:20]1([CH3:29])[CH:25]=[CH:24][C:23]([N:26]=[C:27]=[O:28])=[CH:22][CH:21]=1>>[C:20]1([CH3:29])[CH:25]=[CH:24][C:23]([NH:26][C:27](=[O:28])[NH:1][C:2]2[CH:3]=[CH:4][C:5]([C:8]3[C:16]4[C:11](=[CH:12][N:13]=[CH:14][CH:15]=4)[NH:10][C:9]=3[C:17]([NH2:19])=[O:18])=[CH:6][CH:7]=2)=[CH:22][CH:21]=1. Procedure: 76 mg of solid yellow 3-[4-(3-p-tolylureido)phenyl]-1H-pyrrolo[2,3-c]pyridine-2-carboxamide are prepared as described in Example 1 starting with 3-(4-aminophenyl)-1H-pyrrolo[2,3-c]pyridine-2-carboxamide and p-tolyl isocyanate. Starting materials: 13.5, OC1=C(C#N)C=C(C=C1)CCCCCCCCC (2-hydroxy-5-nonyl benzonitrile), [N-]=[N+]=[N-].[Na+] (sodium azide), [Cl-].[NH4+] (ammonium chloride), CN(C=O)C (dimethyl formamide). Run in O (water), O (water). Run at time 4 hour. Yields the product OC1=C(C=C(C=C1)CCCCCCCCC)C1=NN=NN1 (5-(2-hydroxy-5-nonylphenyl)tetrazole). RXN SMILES: [OH:1][C:2]1[CH:9]=[CH:8][C:7]([CH2:10][CH2:11][CH2:12][CH2:13][CH2:14][CH2:15][CH2:16][CH2:17][CH3:18])=[CH:6][C:3]=1[C:4]#[N:5].[N-:19]=[N+:20]=[N-:21].[Na+].[Cl-].[NH4+].CN(C)C=O>O>[OH:1][C:2]1[CH:9]=[CH:8][C:7]([CH2:10][CH2:11][CH2:12][CH2:13][CH2:14][CH2:15][CH2:16][CH2:17][CH3:18])=[CH:6][C:3]=1[C:4]1[NH:21][N:20]=[N:19][N:5]=1 |f:1.2,3.4|. Procedure details: A mixture of 13.5 parts of 2-hydroxy-5-nonyl benzonitrile, 3.6 parts of sodium azide and 2.95 parts of ammonium chloride, 50 parts of dimethyl formamide and 0.5 parts of water was stirred and boiled for four hours. After cooling the mixture was diluted with water and extracted into chloroform. The chloroform solution was washed with water and with 2 × 200 mls of a 2N solution of sodium hydroxide to extract the product. The aqueous alkaline solution was neutralised with 2N sulphuric acid and re-e... Reactants: O=C([O-])[O-], CC(C)(C)Sc1c(CC(C)(C)C(=O)O)n(Cc2ccc(Cl)cc2)c2ccc(OCc3ccc4ccccc4n3)cc12, ClCc1ccc2ccccc2n1, Cl, Cl, [Cs+], [Cs+], [K+], [K+], O=C([O-])[O-], CN(C)C=O, O. Yields the product COC(=O)C(C)(C)Cc1c(SC(C)(C)C)c2cc(OCc3ccc4ccccc4n3)ccc2n1Cc1ccc(Cl)cc1. RXN SMILES: [C:48](=[O:49])([O-:50])[O-:51].[Cl:1][c:2]1[cH:3][cH:4][c:5]([CH2:6][n:7]2[c:8]([CH2:33][C:34]([C:35](=[O:36])[OH:37])([CH3:38])[CH3:39])[c:9]([S:28][C:29]([CH3:30])([CH3:31])[CH3:32])[c:10]3[cH:11][c:12]([O:16][CH2:17][c:18]4[n:19][c:20]5[cH:21][cH:22][cH:23][cH:24][c:25]5[cH:26][cH:27]4)[cH:13][cH:14][c:15]23)[cH:40][cH:41]1.[Cl:55][CH2:56][c:57]1[cH:58][cH:59][c:60]2[c:61]([cH:62][cH:63][cH:64][cH:65]2)[n:66]1.[ClH:54].[ClH:67].[Cs+:52].[Cs+:53].[K+:42].[K+:43].[O-:44][C:45]([O-:46])=[O:47].[O:68]=[CH:69][N:70]([CH3:71])[CH3:72].[OH2:73]>>[Cl:1][c:2]1[cH:3][cH:4][c:5]([CH2:6][n:7]2[c:8]([CH2:33][C:34]([C:35](=[O:36])[O:37][CH3:45])([CH3:38])[CH3:39])[c:9]([S:28][C:29]([CH3:30])([CH3:31])[CH3:32])[c:10]3[cH:11][c:12]([O:16][CH2:17][c:18]4[n:19][c:20]5[cH:21][cH:22][cH:23][cH:24][c:25]5[cH:26][cH:27]4)[cH:13][cH:14][c:15]23)[cH:40][cH:41]1. Starting materials: C(C)(=O)OC(C)=O (Acetic anhydride), CC(=O)C[C@H](O)[C@H](O)CN=[N+]=[N-] (methyl-5-azido-2.5-dideoxy-D-ribose). Solvent: N1=CC=CC=C1 (pyridine). Yields the product CC(=O)C[C@H](OC(C)=O)[C@H](O)CN=[N+]=[N-] (Methyl-3-O-acetyl-5-azido-2,5-dideoxy-D-ribose). Run at time 4 hour. Procedure: Acetic anhydride (25 mL) was added to a solution of methyl-5-azido-2.5-dideoxy-D-ribose (6.2 g, 38 mmol) in pyridine (100 mL). After 4 hours at room temperature, the mixture was concentrated in vacuo. The residue (6 g) was purified by flash chromatography eluting with hexanethylacetate (8:2). Evaporation of the eluting solvent gave the product as an oil (4.9 g, 60% yield). NMR As a reaction SMILES: [C:1](OC(=O)C)(=[O:3])[CH3:2].[CH3:8][C:9]([CH2:11][C@@H:12]([C@@H:14]([CH2:16][N:17]=[N+:18]=[N-:19])[OH:15])[OH:13])=[O:10]>N1C=CC=CC=1>[CH3:8][C:9]([CH2:11][C@@H:12]([C@@H:14]([CH2:16][N:17]=[N+:18]=[N-:19])[OH:15])[O:13][C:1](=[O:3])[CH3:2])=[O:10]. Isolated yield 60.0%. The reactants are OC1=CC=C2C(C(CSC2=C1)(C)C1=CC=C(C=C1)O)CCCCCCCCCSCCCCC ((3RS,4RS)-7-hydroxy-3-(4-hydroxyphenyl)-3-methyl-4-(9-pentylthiononyl)thiochroman), I(=O)(=O)(=O)[O-].[Na+] (sodium periodate). Run in CO (methanol), O (water). Product: OC1=CC=C2C(C(CSC2=C1)(C)C1=CC=C(C=C1)O)CCCCCCCCCS(=O)CCCCC ((3RS,4RS)-7-hydroxy-3-(4-hydroxyphenyl)-3-methyl-4-(9-pentylsulfinylnonyl)thiochroman). Yield: 55.1%. RXN SMILES: [OH:1][C:2]1[CH:11]=[C:10]2[C:5]([CH:6]([CH2:20][CH2:21][CH2:22][CH2:23][CH2:24][CH2:25][CH2:26][CH2:27][CH2:28][S:29][CH2:30][CH2:31][CH2:32][CH2:33][CH3:34])[C:7]([C:13]3[CH:18]=[CH:17][C:16]([OH:19])=[CH:15][CH:14]=3)([CH3:12])[CH2:8][S:9]2)=[CH:4][CH:3]=1.I([O-])(=O)(=O)=[O:36].[Na+]>CO.O>[OH:1][C:2]1[CH:11]=[C:10]2[C:5]([CH:6]([CH2:20][CH2:21][CH2:22][CH2:23][CH2:24][CH2:25][CH2:26][CH2:27][CH2:28][S:29]([CH2:30][CH2:31][CH2:32][CH2:33][CH3:34])=[O:36])[C:7]([C:13]3[CH:18]=[CH:17][C:16]([OH:19])=[CH:15][CH:14]=3)([CH3:12])[CH2:8][S:9]2)=[CH:4][CH:3]=1 |f:1.2|. Procedure details: A solution of (3RS,4RS)-7-hydroxy-3-(4-hydroxyphenyl)-3-methyl-4-(9-pentylthiononyl)thiochroman (178 mg, 0.355 mmol) and sodium periodate (83 mg, 0.390 mmol) in methanol (20 ml) and water (5 ml) was stirred at room temperature for 3.5 hours. The reaction mixture was quenched with water and then diluted with ethyl acetate. The organic layer was washed with water, dried over magnesium sulfate, filtered and concentrated. The concentrate was purified with preparative chromatography on silica gel pla... Reactants: CC(=O)O, O=[N+]([O-])c1ccc(O)cc1C(F)(F)F, [Zn]. The product is Nc1ccc(O)cc1C(F)(F)F. RXN SMILES: [CH3:15][C:16](=[O:17])[OH:18].[N+:1]([O-:2])(=[O:3])[c:4]1[c:5]([C:11]([F:12])([F:13])[F:14])[cH:6][c:7]([OH:10])[cH:8][cH:9]1.[Zn:19]>>[NH2:1][c:4]1[c:5]([C:11]([F:12])([F:13])[F:14])[cH:6][c:7]([OH:10])[cH:8][cH:9]1. Starting materials: NC1=CC=C(OC2CCN(CC2)C(=O)OC(C)(C)C)C=C1 (tert-butyl 4-(4-aminophenoxy)piperidine-1-carboxylate), C(C)(C)(C)OC(=O)N1CCC(CC1)OC1=CC=C(C(=O)O)C=C1 (4-(1-(tert-butoxycarbonyl)piperidin-4-yloxy)benzoic acid), C(C1=CC=CC=C1)OC(=O)N1CC(C1)C(=O)O (1-(benzyloxycarbonyl)azetidine-3-carboxylic acid). Product: C(C1=CC=CC=C1)OC(=O)N1CC(C1)NC(=O)C1=CC=C(OC2CCN(CC2)C(=O)OC(C)(C)C)C=C1 (tert-butyl 4-(4-(1-(benzyloxycarbonyl)azetidin-3-ylcarbamoyl)phenoxy)piperidine-1-carboxylate). RXN SMILES: N[C:2]1[CH:21]=[CH:20][C:5]([O:6][CH:7]2[CH2:12][CH2:11][N:10]([C:13]([O:15][C:16]([CH3:19])([CH3:18])[CH3:17])=[O:14])[CH2:9][CH2:8]2)=[CH:4][CH:3]=1.C([O:26][C:27]([N:29]1CCC(OC2C=CC(C(O)=O)=CC=2)CC1)=O)(C)(C)C.[CH2:45]([O:52][C:53]([N:55]1[CH2:58][CH:57](C(O)=O)[CH2:56]1)=[O:54])[C:46]1[CH:51]=[CH:50][CH:49]=[CH:48][CH:47]=1>>[CH2:45]([O:52][C:53]([N:55]1[CH2:56][CH:57]([NH:29][C:27]([C:2]2[CH:21]=[CH:20][C:5]([O:6][CH:7]3[CH2:12][CH2:11][N:10]([C:13]([O:15][C:16]([CH3:19])([CH3:18])[CH3:17])=[O:14])[CH2:9][CH2:8]3)=[CH:4][CH:3]=2)=[O:26])[CH2:58]1)=[O:54])[C:46]1[CH:47]=[CH:48][CH:49]=[CH:50][CH:51]=1. Reported procedure: The title compound was prepared as described in Example 1A, substituting benzyl 3-aminoazetidine-1-carboxylate for tert-butyl 4-(4-aminophenoxy)piperidine-1-carboxylate and 4-(1-(tert-butoxycarbonyl)piperidin-4-yloxy)benzoic acid for 1-(benzyloxycarbonyl)azetidine-3-carboxylic acid. The reactants are Cl, CCOC(=O)C1CCCCC1N, CCOC(=O)c1ccc(OCCCc2ccc(OCc3ccc(-c4ccccc4)cc3)cc2)c(C(=O)O)c1. The product is CCOC(=O)c1ccc(OCCCc2ccc(OCc3ccc(-c4ccccc4)cc3)cc2)c(C(=O)NC2CCCCC2C(=O)OCC)c1. RXN SMILES: [ClH:39].[NH2:40][CH:41]1[CH:42]([C:47](=[O:48])[O:49][CH2:50][CH3:51])[CH2:43][CH2:44][CH2:45][CH2:46]1.[c:1]1(-[c:33]2[cH:34][cH:35][cH:36][cH:37][cH:38]2)[cH:2][cH:3][c:4]([CH2:7][O:8][c:9]2[cH:10][cH:11][c:12]([CH2:15][CH2:16][CH2:17][O:18][c:19]3[c:20]([C:21](=[O:22])[OH:23])[cH:24][c:25]([C:28](=[O:29])[O:30][CH2:31][CH3:32])[cH:26][cH:27]3)[cH:13][cH:14]2)[cH:5][cH:6]1>>[c:1]1(-[c:33]2[cH:34][cH:35][cH:36][cH:37][cH:38]2)[cH:2][cH:3][c:4]([CH2:7][O:8][c:9]2[cH:10][cH:11][c:12]([CH2:15][CH2:16][CH2:17][O:18][c:19]3[c:20]([C:21](=[O:22])[NH:40][CH:41]4[CH:42]([C:47](=[O:48])[O:49][CH2:50][CH3:51])[CH2:43][CH2:44][CH2:45][CH2:46]4)[cH:24][c:25]([C:28](=[O:29])[O:30][CH2:31][CH3:32])[cH:26][cH:27]3)[cH:13][cH:14]2)[cH:5][cH:6]1.